This data is from the Open Reaction Database (ORD), a public repository of structured organic reaction records. The task is: describe an organic reaction: reactants, conditions, products, and yield The reactants are C(C)(=O)OC1=CC(=CC2=CC=C(C=C12)C1=CC=2C(CCC(C2C=C1)(C)C)(C)C)C(=O)OC (methyl 4-acetoxy-6-(5,6,7,8-tetrahydro-5,5,8,8-tetramethyl-2-naphthyl)-2-naphthoate). Run in O (water). Yields the product OC1=CC(=CC2=CC=C(C=C12)C1=CC=2C(CCC(C2C=C1)(C)C)(C)C)C(=O)O (4-hydroxy-6-(5,6,7,8-tetrahydro-5,5,8,8-tetramethyl-2-naphthyl)-2-naphthoic acid). Yield: 87.9%. RXN SMILES: C([O:4][C:5]1[C:14]2[C:9](=[CH:10][CH:11]=[C:12]([C:15]3[CH:24]=[CH:23][C:22]4[C:21]([CH3:26])([CH3:25])[CH2:20][CH2:19][C:18]([CH3:28])([CH3:27])[C:17]=4[CH:16]=3)[CH:13]=2)[CH:8]=[C:7]([C:29]([O:31]C)=[O:30])[CH:6]=1)(=O)C>O>[OH:4][C:5]1[C:14]2[C:9](=[CH:10][CH:11]=[C:12]([C:15]3[CH:24]=[CH:23][C:22]4[C:21]([CH3:25])([CH3:26])[CH2:20][CH2:19][C:18]([CH3:27])([CH3:28])[C:17]=4[CH:16]=3)[CH:13]=2)[CH:8]=[C:7]([C:29]([OH:31])=[O:30])[CH:6]=1. Procedure: 1.7 g (3.95 mmoles) of ester obtained in Example 1 are added to a mixture of 100 ml of methanolic soda (2M) and 50 ml of water. The mixture is heated for 4 hours, evaporated dry, and, after 100 ml of water are added, extracted with ether (300 ml). The aqueous phase of the product is recuperated, brought to pH 1 with concentrated hydrochloric acid. After extraction of the precipitate with ether (300 ml), it is washed in water until neutral, then dried and evaporated. The solid obtained is recryst... Starting materials: CN(C(OCC1=CC=CC=C1)=O)CC1=CC=C(C=C1)C1C(NC=2C=3C1=NNC(C3C=CC2)=O)C2=CC=CC=C2 (benzyl methyl(4-(3-oxo-8-phenyl-3,7,8,9-tetrahydro-2H-pyrido[4,3,2-de]phthalazin-9-yl)benzyl)carbamate). Reagents/catalysts: [Pd] (Pd/C). Solvent: CO (methanol). Conditions: time 4 hour. Product: CNCC1=CC=C(C=C1)C1C(NC=2C=3C1=NNC(C3C=CC2)=O)C2=CC=CC=C2 (9-(4-((methylamino)methyl)phenyl)-8-phenyl-8,9-dihydro-2H-pyrido[4,3,2-de]phthalazin-3(7H)-one), CN(C)CC1=CC=C(C=C1)C1C(NC=2C=3C1=NNC(C3C=CC2)=O)C2=CC=CC=C2 (9-(4-((dimethylamino)methyl)phenyl)-8-phenyl-8,9-dihydro-2H-pyrido[4,3,2-de]phthalazin-3(7H)-one). Reaction SMILES: [CH3:1][N:2]([CH2:13][C:14]1[CH:19]=[CH:18][C:17]([CH:20]2[C:25]3=[N:26][NH:27][C:28](=[O:33])[C:29]4[CH:30]=[CH:31][CH:32]=[C:23]([C:24]=43)[NH:22][CH:21]2[C:34]2[CH:39]=[CH:38][CH:37]=[CH:36][CH:35]=2)=[CH:16][CH:15]=1)[C:3](=O)OCC1C=CC=CC=1>[Pd].CO>[CH3:1][NH:2][CH2:13][C:14]1[CH:15]=[CH:16][C:17]([CH:20]2[C:25]3=[N:26][NH:27][C:28](=[O:33])[C:29]4[CH:30]=[CH:31][CH:32]=[C:23]([C:24]=43)[NH:22][CH:21]2[C:34]2[CH:39]=[CH:38][CH:37]=[CH:36][CH:35]=2)=[CH:18][CH:19]=1.[CH3:3][N:2]([CH2:13][C:14]1[CH:15]=[CH:16][C:17]([CH:20]2[C:25]3=[N:26][NH:27][C:28](=[O:33])[C:29]4[CH:30]=[CH:31][CH:32]=[C:23]([C:24]=43)[NH:22][CH:21]2[C:34]2[CH:39]=[CH:38][CH:37]=[CH:36][CH:35]=2)=[CH:18][CH:19]=1)[CH3:1]. Reported procedure: A mixture of benzyl methyl(4-(3-oxo-8-phenyl-3,7,8,9-tetrahydro-2H-pyrido[4,3,2-de]phthalazin-9-yl)benzyl)carbamate (80 mg, 0.26 mmol), 10% Pd/C (20 mg) of methanol (50 ml) was stirring at room temperature for 4 h. The mixture solution was then filtered and evaporated under reduced pressure. The residue was purified by prep-HPLC. 3 mg of 9-(4-((methylamino)methyl)phenyl)-8-phenyl-8,9-dihydro-2H-pyrido[4,3,2-de]phthalazin-3(7H)-one and 6 mg of 9-(4-((dimethylamino)methyl)phenyl)-8-phenyl-8,9-dihy...